Dataset: the Open Reaction Database (ORD), a public repository of structured organic reaction records. Task: describe an organic reaction: reactants, conditions, products, and yield The reactants are CC(C)(C)OC(=O)N1CCC(C(=O)O)(c2ccccc2)CC1, [Na+], C1CCOC1, O=C([O-])O. The product is COC(=O)C1(c2ccccc2)CCN(C(=O)OC(C)(C)C)CC1. Reaction SMILES: [C:1]([CH3:2])([CH3:3])([CH3:4])[O:5][C:6](=[O:7])[N:8]1[CH2:9][CH2:10][C:11]([c:14]2[cH:15][cH:16][cH:17][cH:18][cH:19]2)([C:20](=[O:21])[OH:22])[CH2:12][CH2:13]1.[Na+:23].[O:28]1[CH2:29][CH2:30][CH2:31][CH2:32]1.[OH:24][C:25](=[O:26])[O-:27]>>[C:1]([CH3:2])([CH3:3])([CH3:4])[O:5][C:6](=[O:7])[N:8]1[CH2:9][CH2:10][C:11]([c:14]2[cH:15][cH:16][cH:17][cH:18][cH:19]2)([C:20](=[O:21])[O:22][CH3:25])[CH2:12][CH2:13]1. Reactants: CCCN, CC(C)O, N#Cc1ccc(Cl)c([N+](=O)[O-])c1. Yields the product CCCNc1ccc(C#N)cc1[N+](=O)[O-]. Reaction SMILES: [CH2:13]([CH2:14][CH3:15])[NH2:16].[CH:17]([OH:18])([CH3:19])[CH3:20].[Cl:1][c:2]1[c:3]([N+:10](=[O:11])[O-:12])[cH:4][c:5]([C:6]#[N:7])[cH:8][cH:9]1>>[c:2]1([NH:16][CH2:13][CH2:14][CH3:15])[c:3]([N+:10](=[O:11])[O-:12])[cH:4][c:5]([C:6]#[N:7])[cH:8][cH:9]1. Reactants: O (water), 23, [OH-].[Na+] (sodium hydroxide), OC(C#N)C1CN(CC1)CC1=CC=CC=C1 (2-hydroxy-2-(1-benzylpyrrolidin-3-yl)acetonitrile). Run in Cl (hydrochloric acid). Run at time 8 hour. The product is OC(C(=O)O)C1CN(CC1)CC1=CC=CC=C1 (2-hydroxy-2-(1-benzylpyrrolidin-3-yl)acetic acid). Reaction SMILES: [OH:1][CH:2]([CH:5]1[CH2:9][CH2:8][N:7]([CH2:10][C:11]2[CH:16]=[CH:15][CH:14]=[CH:13][CH:12]=2)[CH2:6]1)[C:3]#N.[OH-:17].[Na+].[OH2:19]>Cl>[OH:1][CH:2]([CH:5]1[CH2:9][CH2:8][N:7]([CH2:10][C:11]2[CH:16]=[CH:15][CH:14]=[CH:13][CH:12]=2)[CH2:6]1)[C:3]([OH:19])=[O:17] |f:1.2|. Procedure details: A solution of 12.05 g of 2-hydroxy-2-(1-benzylpyrrolidin-3-yl)acetonitrile in 23 ml of concentrated hydrochloric acid is heated on a bath for 1 hour and allowed to stand overnight. After cooling, precipitated ammonium chloride is filtered off and washed with acetone. The combined filtrate and washings are evaporated under reduced pressure to yield the residue, which is dissolved in water, mixed with 20 ml of 23 (w/w) % aqueous sodium hydroxide solution and washed with methylene chloride. The aqu... Reactants: ClC1=C(CC2=NC3=C(N2C)C(=CC=C3)C(=CC)CC)C(=CC(=C1)C(F)(F)F)Cl (2-[2,6-dichloro-4-(trifluoromethyl)benzyl]-7-[1-ethylprop-1-en-1-yl]-1-methyl-1H-benzimidazole), ClC1=C(CC2=NC3=C(N2C)C(=CC=C3)C(C(C)O)CC)C(=CC(=C1)C(F)(F)F)Cl (3-{2-[2,6-dichloro-4-(trifluoromethyl)benzyl]-1-methyl-1H-benzimidazol-7-yl}pentan-2-ol), C(C)(=O)O (acetic acid), C([O-])(O)=O.[Na+] (sodium bicarbonate). Run in O1CCCC1 (tetrahydrofuran), O1CCCC1 (tetrahydrofuran). Run at time 15 hour. Yields the product C(C)(=O)OC(C(CC)C1=CC=CC2=C1N(C(=N2)CC2=C(C=C(C=C2Cl)C(F)(F)F)Cl)C)C (2-{2-[2,6-dichloro-4-(trifluoromethyl)benzyl]-1-methyl-1H-benzimidazol-7-yl}-1-methylbutyl acetate). Isolated yield 25.0%. RXN SMILES: [Cl:1][C:2]1[CH:23]=[C:22]([C:24]([F:27])([F:26])[F:25])[CH:21]=[C:20]([Cl:28])[C:3]=1[CH2:4][C:5]1[N:9]([CH3:10])[C:8]2[C:11]([C:15]([CH2:18][CH3:19])=[CH:16][CH3:17])=[CH:12][CH:13]=[CH:14][C:7]=2[N:6]=1.[C:29]([OH:32])(=[O:31])[CH3:30].C(=O)(O)[O-].[Na+].ClC1C=C(C(F)(F)F)C=C(Cl)C=1CC1N(C)C2C(C(CC)C(O)C)=CC=CC=2N=1>O1CCCC1>[C:29]([O:32][CH:16]([CH3:17])[CH:15]([C:11]1[C:8]2[N:9]([CH3:10])[C:5]([CH2:4][C:3]3[C:2]([Cl:1])=[CH:23][C:22]([C:24]([F:27])([F:26])[F:25])=[CH:21][C:20]=3[Cl:28])=[N:6][C:7]=2[CH:14]=[CH:13][CH:12]=1)[CH2:18][CH3:19])(=[O:31])[CH3:30] |f:2.3|. Procedure details: To a solution of 2-[2,6-dichloro-4-(trifluoromethyl)benzyl]-7-[1-ethylprop-1-en-1-yl]-1-methyl-1H-benzimidazole (60 mg, 0.141 mmol) in tetrahydrofuran (1.5 mL) was added a solution of borane-dimethyl sulfide complex in tetrahydrofuran (1.9 M, 1.5 mL, 2.81 mmol) at 0° C. After the reaction mixture was stirred at room temperature for 15 hr, acetic acid (3.0 mL) was added thereto and the mixture was heated at 120° C. for 2 hr. After cooling, the mixture was poured into saturated aqueous sodium bica... The reactants are C(CCC)N1CCN(CC1)CCNC(=O)C1=NNC2=CC=CC=C12 (N-[2-(4-n-butyl-1-piperazinyl)ethyl]-1H-indazole-3-carboxamide), C(C)(C)Br (isopropyl bromide). Yields the product C(CCC)N1CCN(CC1)CCNC(=O)C1=NN(C2=CC=CC=C12)C(C)C (N-[2-(4-n-Butyl-1-piperazinyl)ethyl]-1-isopropylindazole-3-carboxamide). RXN SMILES: [CH2:1]([N:5]1[CH2:10][CH2:9][N:8]([CH2:11][CH2:12][NH:13][C:14]([C:16]2[C:24]3[C:19](=[CH:20][CH:21]=[CH:22][CH:23]=3)[NH:18][N:17]=2)=[O:15])[CH2:7][CH2:6]1)[CH2:2][CH2:3][CH3:4].[CH:25](Br)([CH3:27])[CH3:26]>>[CH2:1]([N:5]1[CH2:10][CH2:9][N:8]([CH2:11][CH2:12][NH:13][C:14]([C:16]2[C:24]3[C:19](=[CH:20][CH:21]=[CH:22][CH:23]=3)[N:18]([CH:25]([CH3:27])[CH3:26])[N:17]=2)=[O:15])[CH2:7][CH2:6]1)[CH2:2][CH2:3][CH3:4]. Procedure details: The title compound was synthesized by using N-[2-(4-n-butyl-1-piperazinyl)ethyl]-1H-indazole-3-carboxamide obtained in Example 10 and isopropyl bromide according to the same process as in Example 12. The reactants are BrCCCCc1ccccc1, O=C(NC1CCNC1)C12CC3CC(CC(C3)C1)C2. The product is O=C(NC1CCN(CCCCc2ccccc2)C1)C12CC3CC(CC(C3)C1)C2. As a reaction SMILES: [Br:19][CH2:20][CH2:21][CH2:22][CH2:23][c:24]1[cH:25][cH:26][cH:27][cH:28][cH:29]1.[NH:1]1[CH2:2][CH:3]([NH:6][C:7](=[O:8])[C:9]23[CH2:10][CH:11]4[CH2:12][CH:13]([CH2:14][CH:15]([CH2:16]2)[CH2:17]4)[CH2:18]3)[CH2:4][CH2:5]1>>[N:1]1([CH2:20][CH2:21][CH2:22][CH2:23][c:24]2[cH:25][cH:26][cH:27][cH:28][cH:29]2)[CH2:2][CH:3]([NH:6][C:7](=[O:8])[C:9]23[CH2:10][CH:11]4[CH2:12][CH:13]([CH2:14][CH:15]([CH2:16]2)[CH2:17]4)[CH2:18]3)[CH2:4][CH2:5]1. Starting materials: ClCC1=CC(NC(N1)=O)=O (6-chloromethyl-uracil), C(C)(=O)[O-].[Na+] (sodium acetate). The reagents and catalysts are [I-].[Na+] (sodium iodide). Run in C(C)(=O)O (acetic acid). Yields the product C(C)(=O)OCC1=CC(NC(N1)=O)=O (6-acetoxymethyl-uracil). The yield is 61.4%. RXN SMILES: Cl[CH2:2][C:3]1[NH:8][C:7](=[O:9])[NH:6][C:5](=[O:10])[CH:4]=1.[C:11]([O-:14])(=[O:13])[CH3:12].[Na+]>C(O)(=O)C.[I-].[Na+]>[C:11]([O:14][CH2:2][C:3]1[NH:8][C:7](=[O:9])[NH:6][C:5](=[O:10])[CH:4]=1)(=[O:13])[CH3:12] |f:1.2,4.5|. Reported procedure: A mixture of 16.05 g (0.10 mol) of 6-chloromethyl-uracil, 9.85 g (0.12 mol) of sodium acetate and 0.3 g of sodium iodide in 50 ml of glacial acetic acid is heated at reflux for 20 minutes. The mixture is subsequently cooled to room temperature and filtered. The filtrate is treated with 250 ml of diethyl ether and the resulting crystals are filtered off. The combined crystallizate is added to 200 ml of water and thus liberated from the residual salts. 11.3 g of 6-acetoxymethyl-uracil are isolated... Procedure: This compound was also obtained in 28 percent yield by chlorinating 5-succinoyl-2-pyridone methyl ester (obtained analogously to Example 7 from 5-succinoyl-2-pyridone and methanol/sulfuric acid) using chlorine in methanol. The main product obtained (70 percent yield) was methyl 4-(3,5-dichloro-2-methoxy-6-oxo-1,2,3,6-tetrahydropyridin-3-yl)-4-oxobutyrate, which was characterized by the following data: Reaction SMILES: ClCl.Cl[C:4]1([C:14](=[O:21])[CH2:15][CH2:16][C:17]([O:19][CH3:20])=[O:18])[CH:9]=[C:8]([Cl:10])[C:7](=[O:11])[NH:6][CH:5]1OC>CO>[Cl:10][C:8]1[C:7](=[O:11])[NH:6][CH:5]=[C:4]([C:14](=[O:21])[CH2:15][CH2:16][C:17]([O:19][CH3:20])=[O:18])[CH:9]=1. Yields the product ClC1=CC(=CNC1=O)C(CCC(=O)OC)=O (Methyl 4-(5-chloro-1,6-dihydro-6-oxopyridin-3-yl)-4-oxobutyrate). Solvent: CO (methanol). The reactants are ClCl (chlorine), ClC1(C(NC(C(=C1)Cl)=O)OC)C(CCC(=O)OC)=O (methyl 4-(3,5-dichloro-2-methoxy-6-oxo-1,2,3,6-tetrahydropyridin-3-yl)-4-oxobutyrate). Reactants: BrC1=C(C(=C(C=C1)OC)[N+](=O)[O-])[N+](=O)[O-] (1-bromo-4-methoxy-2,3-dinitro-benzene). Reagents/catalysts: [Ni] (Raney-Nickel). Run in C1CCOC1 (THF). Yields the product BrC1=C(C(=C(C=C1)OC)N)N (3-bromo-6-methoxy-benzene-1,2-diamine). The yield is 99.3%. RXN SMILES: [Br:1][C:2]1[CH:7]=[CH:6][C:5]([O:8][CH3:9])=[C:4]([N+:10]([O-])=O)[C:3]=1[N+:13]([O-])=O>C1COCC1.[Ni]>[Br:1][C:2]1[CH:7]=[CH:6][C:5]([O:8][CH3:9])=[C:4]([NH2:10])[C:3]=1[NH2:13]. Reported procedure: A solution of 1.12 g (4.04 mmol) 1-bromo-4-methoxy-2,3-dinitro-benzene in 25 ml THF is hydrogenated in the presence of 100 mg Raney-Nickel (B113W Degussa) at normal pressure for 3 h. The catalyst is filtered off and the filtrate is concentrated in vacuo to afford 871 mg of the title compound as a grey crystalline solid.